This data is from the Open Reaction Database (ORD), a public repository of structured organic reaction records. The task is: describe an organic reaction: reactants, conditions, products, and yield Reactants: CN1CCC(Oc2cc(C#N)ccn2)CC1, N. Yields the product CN1CCC(Oc2cc(CN)ccn2)CC1. RXN SMILES: [CH3:1][N:2]1[CH2:3][CH2:4][CH:5]([O:8][c:9]2[cH:10][c:11]([C:12]#[N:13])[cH:14][cH:15][n:16]2)[CH2:6][CH2:7]1.[NH3:17]>>[CH3:1][N:2]1[CH2:3][CH2:4][CH:5]([O:8][c:9]2[cH:10][c:11]([CH2:12][NH2:13])[cH:14][cH:15][n:16]2)[CH2:6][CH2:7]1. Reactants: CCO, COc1ccc(C#CC(O)C2CCCC2)c(C#N)c1. Yields the product COc1ccc(CCC(O)C2CCCC2)c(C#N)c1. RXN SMILES: [CH3:20][CH2:21][OH:22].[CH:1]1([CH:6]([C:7]#[C:8][c:9]2[c:10]([C:11]#[N:12])[cH:13][c:14]([O:17][CH3:18])[cH:15][cH:16]2)[OH:19])[CH2:2][CH2:3][CH2:4][CH2:5]1>>[CH:1]1([CH:6]([CH2:7][CH2:8][c:9]2[c:10]([C:11]#[N:12])[cH:13][c:14]([O:17][CH3:18])[cH:15][cH:16]2)[OH:19])[CH2:2][CH2:3][CH2:4][CH2:5]1. Starting materials: O=C1CCC(=O)N1Br, ClCCl, O=C(O)C(CC1CCCC1)c1ccc(Cl)c([N+](=O)[O-])c1, Nc1nccs1, c1ccc(P(c2ccccc2)c2ccccc2)cc1. The product is O=C(Nc1nccs1)C(CC1CCCC1)c1ccc(Cl)c([N+](=O)[O-])c1. RXN SMILES: [Br:20][N:21]1[C:22](=[O:23])[CH2:24][CH2:25][C:26]1=[O:27].[CH2:54]([Cl:55])[Cl:56].[Cl:28][c:29]1[c:30]([N+:45](=[O:46])[O-:47])[cH:31][c:32]([CH:35]([C:36](=[O:37])[OH:38])[CH2:39][CH:40]2[CH2:41][CH2:42][CH2:43][CH2:44]2)[cH:33][cH:34]1.[NH2:48][c:49]1[s:50][cH:51][cH:52][n:53]1.[c:1]1([P:2]([c:3]2[cH:4][cH:5][cH:6][cH:7][cH:8]2)[c:9]2[cH:10][cH:11][cH:12][cH:13][cH:14]2)[cH:15][cH:16][cH:17][cH:18][cH:19]1>>[Cl:28][c:29]1[c:30]([N+:45](=[O:46])[O-:47])[cH:31][c:32]([CH:35]([C:36](=[O:38])[NH:48][c:49]2[s:50][cH:51][cH:52][n:53]2)[CH2:39][CH:40]2[CH2:41][CH2:42][CH2:43][CH2:44]2)[cH:33][cH:34]1.